This data is from the Open Reaction Database (ORD), a public repository of structured organic reaction records. The task is: describe an organic reaction: reactants, conditions, products, and yield Procedure: To a solution of (E)-N-(1-(benzyloxy)propan-2-ylidene)-2-methylpropane-2-sulfinamide (CAN 393536-49-7, 3.1 g, 11.6 mmol) in dry THF (55 ml) under an argon atmosphere was added cesium fluoride (1.94 g, 12.8 mmol) followed by addition of trimethylsilyl cyanide (1.27 g, 1.71 ml, 12.8 mmol). The reaction mixture was stirred at room temperature overnight. The reaction mixture was diluted with ethyl acetate and poured into a separatory funnel. Organic phase was extracted with a 1M aqueous solution of ... Starting materials: C(C1=CC=CC=C1)OC\C(\C)=N\S(=O)C(C)(C)C ((E)-N-(1-(benzyloxy)propan-2-ylidene)-2-methylpropane-2-sulfinamide), [F-].[Cs+] (cesium fluoride), C[Si](C)(C)C#N (trimethylsilyl cyanide). Conditions: time 8 hour. Isolated yield 74.1%. Yields the product C(C1=CC=CC=C1)OCC(C)(C#N)NS(=O)C(C)(C)C (N-(2-benzyloxy-1-cyano-1-methyl-ethyl)-2-methyl-propane-2-sulfinamide). Reaction SMILES: [CH2:1]([O:8][CH2:9]/[C:10](=[N:12]/[S:13]([C:15]([CH3:18])([CH3:17])[CH3:16])=[O:14])/[CH3:11])[C:2]1[CH:7]=[CH:6][CH:5]=[CH:4][CH:3]=1.[F-].[Cs+].C[Si]([C:25]#[N:26])(C)C>C1COCC1.C(OCC)(=O)C>[CH2:1]([O:8][CH2:9][C:10]([NH:12][S:13]([C:15]([CH3:18])([CH3:17])[CH3:16])=[O:14])([C:25]#[N:26])[CH3:11])[C:2]1[CH:7]=[CH:6][CH:5]=[CH:4][CH:3]=1 |f:1.2|. The solvent is C(C)(=O)OCC (ethyl acetate), C1CCOC1 (THF). The reactants are [BH4-], CCOC(=O)N1CCN(C(=O)C(CCC(=O)O)NC(=O)c2cc(C3=CCC(=O)CC3)nc(-c3ccccc3)n2)CC1, CO, [Na+], O. The product is CCOC(=O)N1CCN(C(=O)C(CCC(=O)O)NC(=O)c2cc(C3=CCC(O)CC3)nc(-c3ccccc3)n2)CC1. Reaction SMILES: [BH4-:42].[CH2:1]([CH3:2])[O:3][C:4](=[O:5])[N:6]1[CH2:7][CH2:8][N:9]([C:12]([CH:13]([CH2:14][CH2:15][C:16](=[O:17])[OH:18])[NH:19][C:20](=[O:21])[c:22]2[n:23][c:24](-[c:35]3[cH:36][cH:37][cH:38][cH:39][cH:40]3)[n:25][c:26]([C:28]3=[CH:29][CH2:30][C:31](=[O:34])[CH2:32][CH2:33]3)[cH:27]2)=[O:41])[CH2:10][CH2:11]1.[CH3:45][OH:46].[Na+:43].[OH2:44]>>[CH2:1]([CH3:2])[O:3][C:4](=[O:5])[N:6]1[CH2:7][CH2:8][N:9]([C:12]([CH:13]([CH2:14][CH2:15][C:16](=[O:17])[OH:18])[NH:19][C:20](=[O:21])[c:22]2[n:23][c:24](-[c:35]3[cH:36][cH:37][cH:38][cH:39][cH:40]3)[n:25][c:26]([C:28]3=[CH:29][CH2:30][CH:31]([OH:34])[CH2:32][CH2:33]3)[cH:27]2)=[O:41])[CH2:10][CH2:11]1. The reactants are [H-].[Na+] (sodium hydride), oil, BrC=1C(=NC=CC1)CBr (3-bromo-2-bromomethyl-pyridine), FC1=CC=C(C(=O)N)C=C1 (4-fluoro-benzamide). The solvent is C1CCOC1 (THF), [Cl-].[NH4+] (ammonium chloride). Conditions: time 24 hour. Yields the product BrC=1C(=NC=CC1)CNC(C1=CC=C(C=C1)F)=O (N-(3-bromopyridin-2-ylmethyl)-4-fluoro-benzamide). RXN SMILES: [Br:1][C:2]1[C:3]([CH2:8]Br)=[N:4][CH:5]=[CH:6][CH:7]=1.[F:10][C:11]1[CH:19]=[CH:18][C:14]([C:15]([NH2:17])=[O:16])=[CH:13][CH:12]=1.[H-].[Na+]>C1COCC1.[Cl-].[NH4+]>[Br:1][C:2]1[C:3]([CH2:8][NH:17][C:15](=[O:16])[C:14]2[CH:18]=[CH:19][C:11]([F:10])=[CH:12][CH:13]=2)=[N:4][CH:5]=[CH:6][CH:7]=1 |f:2.3,5.6|. Procedure: To a mixture of 3-bromo-2-bromomethyl-pyridine (1.30 g, 5.18 mmol) and 4-fluoro-benzamide (725 mg, 5.21 mmol) in THF (20 mL) is added 60% sodium hydride in mineral oil (210 mg, 5.3 mmol) and the mixture is warmed at reflux. After 24 hours, the mixture is diluted with saturated aqueous ammonium chloride (25 mL) and extracted with ethyl acetate (2×25 mL). The combined organic layers are washed with brine (2×25 mL), dried over magnesium sulfate, filtered and concentrated. The residue is purified by... Reactants: O=C(O)c1cccc(Br)c1, CO, O=S(=O)(O)O. Yields the product COC(=O)c1cccc(Br)c1. RXN SMILES: [Br:1][c:2]1[cH:3][c:4]([C:5](=[O:6])[OH:7])[cH:8][cH:9][cH:10]1.[CH3:16][OH:17].[S:11](=[O:12])(=[O:13])([OH:14])[OH:15]>>[Br:1][c:2]1[cH:3][c:4]([C:5](=[O:6])[O:7][CH3:16])[cH:8][cH:9][cH:10]1. Starting materials: ClC1=NC=CN=C1C#N (2-Chloro-3-cyanopyrazine), C(CO)(=O)OC (methyl glycolate), C([O-])([O-])=O.[K+].[K+] (potassium carbonate), C(C)(=O)OCC (ethyl acetate). Solvent: CN(C)C=O (DMF), hexanes. Yields the product C(=O)(OC)C1=C(C2=C(N=CCN2)O1)N (6-Carbomethoxy-7-amino-1H-furo[2,3-b]pyrazine). The yield is 31.4%. Reaction SMILES: Cl[C:2]1[C:7]([C:8]#[N:9])=[N:6][CH:5]=[CH:4][N:3]=1.[C:10]([O:14][CH3:15])(=[O:13])[CH2:11][OH:12].C(=O)([O-])[O-].[K+].[K+].C(OCC)(=O)C>CN(C=O)C>[C:10]([C:11]1[O:12][C:2]2[N:3]=[CH:4][CH2:5][NH:6][C:7]=2[C:8]=1[NH2:9])([O:14][CH3:15])=[O:13] |f:2.3.4|. Procedure: 2-Chloro-3-cyanopyrazine (0.751 g, 5.38 mmol) was treated with methyl glycolate (0.533 g, 5.92 mmol) and potassium carbonate (1.12 g, 8.07 mmol) in 20 ml DMF as described in Example 85A. Column chromatograhpy on silica gel eluting with 1:1 hexanes:ethyl acetate gave the title compound (0.33 g, 32%) as a yellow solid. 1H NMR (300 MHz, CDCl3) δ4.02 (s, 3H), 5.29 (br s, 2H), 8.47 (d, 1H), 8.56 (d, 1H). MS (DCI/NH3) m/e 194 (M+H)+, 211 (M+NH4)+. The reactants are CC1(CC1)C(=O)O (1-methylcyclopropanecarboxylic acid), FC(C=1C=C(N)C=CC1OC(F)F)(F)F (3-trifluoromethyl-4-difluoromethoxyaniline), C1(CCCCC1)N=C=NC1CCCCC1 (N,N'-dicyclohexylcarbodiimide). Run in O1CCCC1 (tetrahydrofuran), O1CCCC1 (tetrahydrofuran). Yields the product FC(C=1C=C(C=CC1OC(F)F)NC(=O)C1(CC1)C)(F)F (N-(3-trifluoromethyl-4-difluoromethoxyphenyl)-1-methylcyclopropanecarboxamide). Isolated yield 81.6%. RXN SMILES: [CH3:1][C:2]1([C:5]([OH:7])=O)[CH2:4][CH2:3]1.[F:8][C:9]([F:22])([F:21])[C:10]1[CH:11]=[C:12]([CH:14]=[CH:15][C:16]=1[O:17][CH:18]([F:20])[F:19])[NH2:13].C1(N=C=NC2CCCCC2)CCCCC1>O1CCCC1>[F:8][C:9]([F:21])([F:22])[C:10]1[CH:11]=[C:12]([NH:13][C:5]([C:2]2([CH3:1])[CH2:4][CH2:3]2)=[O:7])[CH:14]=[CH:15][C:16]=1[O:17][CH:18]([F:19])[F:20]. Procedure: To a solution of 1-methylcyclopropanecarboxylic acid (1.0 g) in tetrahydrofuran (50 ml), 3-trifluoromethyl-4-difluoromethoxyaniline (2.25 g) was added, and a solution of N,N'-dicyclohexylcarbodiimide (DCC) (2.2 g) in tetrahydrofuran was dropwise added while stirring. After several minutes, the by-produced N,N'-dicyclohexylurea (DCU) was eliminated by filtration. To the filtrate, acetic acid (2 ml) was added to decompose excessive DCC, followed by elimination of DCU. The resultant filtrate was ex... Reactants: ClC1=C(C#N)C=C(C=C1)[N+](=O)[O-] (2-chloro-5-nitrobenzonitrile), C(C)#N (acetonitrile), CC(=O)C=1C=CC(=CC1)O (4-hydroxyacetophenone), C(=O)([O-])[O-].[K+].[K+] (K2CO3). Run in O (water). Conditions: time 3 hour. Yields the product C(C)(=O)C1=CC=C(OC2=C(C#N)C=C(C=C2)[N+](=O)[O-])C=C1 (2-(4-acetylphenoxy)-5-nitrobenzonitrile). Isolated yield 35.1%. Reaction SMILES: Cl[C:2]1[CH:9]=[CH:8][C:7]([N+:10]([O-:12])=[O:11])=[CH:6][C:3]=1[C:4]#[N:5].[CH3:13][C:14]([C:16]1[CH:17]=[CH:18][C:19]([OH:22])=[CH:20][CH:21]=1)=[O:15].C([O-])([O-])=O.[K+].[K+].C(#N)C>O>[C:14]([C:16]1[CH:21]=[CH:20][C:19]([O:22][C:2]2[CH:9]=[CH:8][C:7]([N+:10]([O-:12])=[O:11])=[CH:6][C:3]=2[C:4]#[N:5])=[CH:18][CH:17]=1)(=[O:15])[CH3:13] |f:2.3.4|. Procedure: In a 250 ml single-neck flask equipped with a magnetic stirrer and a reflux condenser fitted with a nitrogen bubbler were placed 9.13 g (0.05 moles) of 2-chloro-5-nitrobenzonitrile, 7.01 g (0.0515 moles) of 4-hydroxyacetophenone, 7.10 g (0.0515 moles) of anhydrous K2CO3, and 75 ml of acetonitrile. The mixture was heated to reflux and held there for 3 hrs. The reaction mixture was then cooled to room temperature and diluted with 150 ml of water. The product separated as a solid. The solid was fil... The reactants are N1=CC(=CC=C1)C1C(CCC1)=O ((±)-2-(3-pyridyl)cyclopentanone), Cl.C(C1=CC=CC=C1)ON (benzyloxyamine hydrochloride). Run in N1=CC=CC=C1 (pyridine). Conditions: temperature 60 celsius, time 4.5 hour. The product is C(C1=CC=CC=C1)ON=C1C(CCC1)C=1C=NC=CC1 ((±)-2-benzyloxyimino -1-(3-pyridyl)cyclopentane). As a reaction SMILES: [N:1]1[CH:6]=[CH:5][CH:4]=[C:3]([CH:7]2[CH2:11][CH2:10][CH2:9][C:8]2=O)[CH:2]=1.Cl.[CH2:14]([O:21][NH2:22])[C:15]1[CH:20]=[CH:19][CH:18]=[CH:17][CH:16]=1>N1C=CC=CC=1>[CH2:14]([O:21][N:22]=[C:8]1[CH2:9][CH2:10][CH2:11][CH:7]1[C:3]1[CH:2]=[N:1][CH:6]=[CH:5][CH:4]=1)[C:15]1[CH:20]=[CH:19][CH:18]=[CH:17][CH:16]=1 |f:1.2|. Procedure details: A mixture of (±)-2-(3-pyridyl)cyclopentanone (2.0 g) and benzyloxyamine hydrochloride (1.98 g) in anhydrous pyridine was stirred at 60° C. for 4.5 hours. The pyridine was removed in vacuo (40° C., 0.2 mmHg), the residue was dissolved in chloroform (75 ml), washed with water (4×75 ml), dried over magnesium sulphate and evaporated. The residual oil was purified by flash chromatography on silica, eluting with chloroform/methanol (100/1) to give (±)-2-benzyloxyimino -1-(3-pyridyl)cyclopentane (mixtu... RXN SMILES: [Br:14][CH2:15][c:16]1[cH:17][cH:18][cH:19][cH:20][cH:21]1.[C:1]([CH3:2])([CH3:3])([CH3:4])[O:5][C:6]([NH:7][CH2:8][CH2:9][OH:10])=[O:11].[CH2:23]([N+:24]([CH2:25][CH2:26][CH2:27][CH3:28])([CH2:29][CH2:30][CH2:31][CH3:32])[CH2:33][CH2:34][CH2:35][CH3:36])[CH2:37][CH2:38][CH3:39].[H-:12].[I-:22].[Na+:13]>>[C:1]([CH3:2])([CH3:3])([CH3:4])[O:5][C:6]([NH:7][CH2:8][CH2:9][O:10][CH2:15][c:16]1[cH:17][cH:18][cH:19][cH:20][cH:21]1)=[O:11]. Yields the product CC(C)(C)OC(=O)NCCOCc1ccccc1. Reactants: BrCc1ccccc1, CC(C)(C)OC(=O)NCCO, CCCC[N+](CCCC)(CCCC)CCCC, [H-], [I-], [Na+]. The product is ClC1=C(C(=C(C(=C1F)[N+](=O)[O-])F)Cl)O (2,6-Dichloro-3,5-difluoro-4-nitrophenol). The reactants are ClC1=C(C(=C(C=C1F)F)Cl)O (2,6-dichloro-3,5-difluorophenol), [N+](=O)(O)[O-] (nitric acid). Procedure: 20 g of 2,6-dichloro-3,5-difluorophenol are initially introduced in 70 ml of acetic acid, and 8 g of 98% strength nitric acid are added dropwise. Stirring is subsequently continued at room temperature for 2 hours, and the mixture is taken up in 150 ml of dichloromethane and washed twice with water. After the dichloromethane has been distilled off, 18 g of product remain. Purity 94% according to GC analysis. Solvent: C(C)(=O)O (acetic acid), ClCCl (dichloromethane). Run at time 2 hour. RXN SMILES: [Cl:1][C:2]1[C:7]([F:8])=[CH:6][C:5]([F:9])=[C:4]([Cl:10])[C:3]=1[OH:11].[N+:12]([O-])([OH:14])=[O:13]>C(O)(=O)C.ClCCl>[Cl:1][C:2]1[C:7]([F:8])=[C:6]([N+:12]([O-:14])=[O:13])[C:5]([F:9])=[C:4]([Cl:10])[C:3]=1[OH:11].